Dataset: the Open Reaction Database (ORD), a public repository of structured organic reaction records. Task: describe an organic reaction: reactants, conditions, products, and yield Procedure details: A mixture of 2-amino-3-(2-methylbenzyloxy)pyridine (5.2 g, 24.2 mmol) and ethyl 4-methoxyphenylacetimidate hydrochloride (6.1 g, 26.7 mmol) in ethanol (80 ml) was heated under reflux for 2 hours, then the solvent evaporated. The residue was taken up in chloroform, filtered to remove an insoluble solid, and the filtrate purified by flash chromatography (chloroform/methanol) to obtain the product (0.29 g), m.p. 58°-67° C. Isolated yield 3.0%. Reaction SMILES: [NH2:1][C:2]1[C:7]([O:8][CH2:9][C:10]2[CH:15]=[CH:14][CH:13]=[CH:12][C:11]=2[CH3:16])=[CH:6][CH:5]=[CH:4][N:3]=1.[ClH:17].[CH3:18][O:19][C:20]1[CH:25]=[CH:24][C:23]([CH2:26][C:27](=[NH:31])OCC)=[CH:22][CH:21]=1>C(O)C>[ClH:17].[CH3:16][C:11]1[CH:12]=[CH:13][CH:14]=[CH:15][C:10]=1[CH2:9][O:8][C:7]1[C:2]([NH:1][C:27](=[NH:31])[CH2:26][C:23]2[CH:24]=[CH:25][C:20]([O:19][CH3:18])=[CH:21][CH:22]=2)=[N:3][CH:4]=[CH:5][CH:6]=1 |f:1.2,4.5|. Reactants: NC1=NC=CC=C1OCC1=C(C=CC=C1)C (2-amino-3-(2-methylbenzyloxy)pyridine), Cl.COC1=CC=C(C=C1)CC(OCC)=N (ethyl 4-methoxyphenylacetimidate hydrochloride). The solvent is C(C)O (ethanol). The product is Cl.CC1=C(COC=2C(=NC=CC2)NC(CC2=CC=C(C=C2)OC)=N)C=CC=C1 (N-(3-(2-Methylbenzyloxy)-2-pyridyl)-4-methoxyphenylacetamidine hydrochloride).